This data is from the Open Reaction Database (ORD), a public repository of structured organic reaction records. The task is: describe an organic reaction: reactants, conditions, products, and yield Reported procedure: Iodoethane (0.17 g, 1.08 mmol) was added to a mixture of (R)-ethyl 5-(2-(5-fluoro-2-hydroxyphenyl)pyrrolidin-1-yl)pyrazolo[1,5-a]pyridine-3-carboxylate (Int-76) (0.2 g, 0.54 mmol) and K2CO3 (0.23 g, 1.62 mmol) in CH3CN (10 mL) and continued stirring at 80° C. for 16 h. The reaction mixture was diluted with ethyl acetate (100 mL), washed with water and dried over anhydrous sodium sulphate and concentrated under reduced pressure to afford the crude, which was purified by column chromatography (usi... Yields the product C(C)OC(=O)C=1C=NN2C1C=C(C=C2)N2[C@H](CCC2)C2=C(C=CC(=C2)F)OCC ((R)-ethyl5-(2-(2-ethoxy-5-fluorophenyl)pyrrolidin-1-yl)pyrazolo[1,5-a]pyridine-3-carboxylate). Solvent: CC#N (CH3CN), C(C)(=O)OCC (ethyl acetate). Reaction conditions: temperature 80 celsius, time 16 hour. Reaction SMILES: I[CH2:2][CH3:3].[F:4][C:5]1[CH:6]=[CH:7][C:8]([OH:30])=[C:9]([C@H:11]2[CH2:15][CH2:14][CH2:13][N:12]2[C:16]2[CH:21]=[CH:20][N:19]3[N:22]=[CH:23][C:24]([C:25]([O:27][CH2:28][CH3:29])=[O:26])=[C:18]3[CH:17]=2)[CH:10]=1.C([O-])([O-])=O.[K+].[K+]>CC#N.C(OCC)(=O)C>[CH2:28]([O:27][C:25]([C:24]1[CH:23]=[N:22][N:19]2[CH:20]=[CH:21][C:16]([N:12]3[CH2:13][CH2:14][CH2:15][C@@H:11]3[C:9]3[CH:10]=[C:5]([F:4])[CH:6]=[CH:7][C:8]=3[O:30][CH2:2][CH3:3])=[CH:17][C:18]=12)=[O:26])[CH3:29] |f:2.3.4|. Starting materials: ICC (Iodoethane), FC=1C=CC(=C(C1)[C@@H]1N(CCC1)C1=CC=2N(C=C1)N=CC2C(=O)OCC)O ((R)-ethyl 5-(2-(5-fluoro-2-hydroxyphenyl)pyrrolidin-1-yl)pyrazolo[1,5-a]pyridine-3-carboxylate), C(=O)([O-])[O-].[K+].[K+] (K2CO3). The yield is 59.7%. The reagents and catalysts are CCOC(=O)C(=NO[P+](N1CCCC1)(N2CCCC2)N3CCCC3)C#N.F[P-](F)(F)(F)(F)F (PyOxim), CCN(C(C)C)C(C)C (DIPEA). The reactants are O=C(O)C1CCN(C(=O)OCc2ccccc2)CC1, NCc1ccc2c(c1)OCO2. The product is O=C(NCc1ccc2c(c1)OCO2)C1CCN(C(=O)OCc2ccccc2)CC1. Reaction SMILES: NCc1ccc2c(c1)OCO2.O=C(O)C1CCN(C(=O)OCc2ccccc2)CC1.CCOC(=O)C(=NO[P+](N1CCCC1)(N2CCCC2)N3CCCC3)C#N.F[P-](F)(F)(F)(F)F.CCN(C(C)C)C(C)C.CN(C)C=O>>O=C(NCc1ccc2c(c1)OCO2)C1CCN(C(=O)OCc2ccccc2)CC1. Solvent: CN(C)C=O (DMF), CN(C)C=O (DMF), CN(C)C=O (DMF), CN(C)C=O (DMF), CN(C)C=O (DMF), CN(C)C=O (DMF). Conditions: temperature 25 celsius, time 2 hour. Yields the product C(C)(C)(C)OC(N[C@@H](C)C(NC=1C=CC(=C2CCCNC12)F)=O)=O ([(S)-1-(5-Fluoro-1,2,3,4-tetrahydroquinolin-8-ylcarbamoyl)ethyl]carbamic acid tert-butyl ester). As a reaction SMILES: [F:1][C:2]1[CH:11]=[CH:10][C:9]([NH2:12])=[C:8]2[C:3]=1[CH2:4][CH2:5][CH2:6][NH:7]2.FC1C=CC(N)=C2C=1C=CC=N2.[C:25]([O:29][C:30]([NH:32][C@@H:33]([CH3:37])[C:34](O)=[O:35])=[O:31])([CH3:28])([CH3:27])[CH3:26].C1C=NC2N(O)N=NC=2C=1.CCN=C=NCCCN(C)C.Cl>C(Cl)Cl>[C:25]([O:29][C:30](=[O:31])[NH:32][C@H:33]([C:34](=[O:35])[NH:12][C:9]1[CH:10]=[CH:11][C:2]([F:1])=[C:3]2[C:8]=1[NH:7][CH2:6][CH2:5][CH2:4]2)[CH3:37])([CH3:26])([CH3:27])[CH3:28] |f:4.5|. Procedure: To an ice-cooled mixture of the 5-fluoro-1,2,3,4-tetrahydroquinolin-8-ylamine and 5-fluoroquinolin-8-ylamine from the previous step (70.4 mg, 0.424 mmol), (S)-2-tert-butoxycarbonylaminopropionic acid (88.3 mg, 0.466 mmol) and HOAt (57.7 mg, 0.424 mmol) in DCM (6 mL) was added EDCI HCl (97.7 mg, 0.51 mmol). The reaction mixture was stirred in the ice bath for 2 h, then diluted with DCM, washed with aqueous Na2CO3 and then water. The organic layer was dried (Na2SO4) and then concentrated in vacuo.... Reactants: ice, ice, FC1=C2CCCNC2=C(C=C1)N (5-fluoro-1,2,3,4-tetrahydroquinolin-8-ylamine), FC1=C2C=CC=NC2=C(C=C1)N (5-fluoroquinolin-8-ylamine), C(C)(C)(C)OC(=O)N[C@H](C(=O)O)C ((S)-2-tert-butoxycarbonylaminopropionic acid), C1=CC2=C(N=C1)N(N=N2)O (HOAt), CCN=C=NCCCN(C)C.Cl (EDCI HCl). The yield is 73.0%. Solvent: C(Cl)Cl (DCM), C(Cl)Cl (DCM). Reactants: C(C)(C)S(=O)(=O)C1=C(C=C(C=C1)[N+](=O)[O-])C=1N(C=CC1)C(=O)OC(C)(C)C (tert-Butyl 2-(2-(isopropylsulfonyl)-5-nitrophenyl)-1H-pyrrole-1-carboxylate), Cl (hydrogen chloride). Reagents/catalysts: [Pt]=O (platinum oxide). Run in C(C)O (ethanol). Reaction conditions: time 1.5 hour. Yields the product Cl.C(C)(C)S(=O)(=O)C1=C(C=C(C=C1)N)C1NCCC1 (4-(Isopropylsulfonyl)-3-(pyrrolidin-2-yl)benzenamine hydrochloride). Reaction SMILES: [CH:1]([S:4]([C:7]1[CH:12]=[CH:11][C:10]([N+:13]([O-])=O)=[CH:9][C:8]=1[C:16]1[N:17](C(OC(C)(C)C)=O)[CH:18]=[CH:19][CH:20]=1)(=[O:6])=[O:5])([CH3:3])[CH3:2].[ClH:28]>C(O)C.[Pt]=O>[ClH:28].[CH:1]([S:4]([C:7]1[CH:12]=[CH:11][C:10]([NH2:13])=[CH:9][C:8]=1[CH:16]1[CH2:20][CH2:19][CH2:18][NH:17]1)(=[O:6])=[O:5])([CH3:3])[CH3:2] |f:4.5|. Procedure details: To platinum oxide (0.16 g) was added 19C (0.4 g, 1.0 mmol) in ethanol (20 mL) and hydrogen chloride (0.15 mL) under nitrogen. The reaction was placed under hydrogen (30 psi) and stirred at rt for 1.5 h. The catalyst was filtered over celite and washed with ethanol and methanol. The filtrate and washings were combined and the solvent was evaporated to give 0.35 g of yellow solid 19D.